From a dataset of the Open Reaction Database (ORD), a public repository of structured organic reaction records. describe an organic reaction: reactants, conditions, products, and yield The reactants are N(=C=O)C1=CC=C(C(=O)OC)C=C1 (methyl 4-isocyanatobenzoate), Cl.C1NCC2=CC(=CC=C12)CO (isoindolin-5-ylmethanol hydrochloride), C1NCC2=CC=CC=C12 (isoindoline). Product: OCC=1C=C2CN(CC2=CC1)C(=O)NCCCCC1=CC=CC=C1 (5-(hydroxymethyl)-N-(4-phenylbutyl)-1,3-dihydro-2H-isoindole-2-carboxamide). RXN SMILES: [N:1]([C:4]1C=CC(C(OC)=O)=[CH:6][CH:5]=1)=[C:2]=[O:3].Cl.[CH2:15]1[C:23]2[C:18](=[CH:19][C:20]([CH2:24][OH:25])=[CH:21][CH:22]=2)[CH2:17][NH:16]1.[CH2:26]1[C:34]2[C:29](=[CH:30][CH:31]=[CH:32][CH:33]=2)CN1>>[OH:25][CH2:24][C:20]1[CH:19]=[C:18]2[C:23](=[CH:22][CH:21]=1)[CH2:15][N:16]([C:2]([NH:1][CH2:4][CH2:5][CH2:6][CH2:26][C:34]1[CH:29]=[CH:30][CH:31]=[CH:32][CH:33]=1)=[O:3])[CH2:17]2 |f:1.2|. Procedure details: The title compound was prepared as described in Example 1A, substituting (4-isocyanatobutyl)benzene for methyl 4-isocyanatobenzoate and isoindolin-5-ylmethanol hydrochloride for isoindoline. 1H NMR (300 MHz, DMSO-d6) δ ppm 7.32-7.12 (m, 8H), 6.32-6.24 (m, 1H), 5.16 (t, J=5.6 Hz, 1H), 4.54 (bs, 4H), 4.49 (d, J=5.7 Hz, 2H), 3.14-3.05 (m, 2H), 2.64-2.54 (m, 2H), 1.63-1.39 (m, 4H); MS (ESI(+)) m/e 325 (M+H)+. The reactants are C12CNCCNCCNCCNCC(CCC1)N2 (3,6,9,12,18-Pentaazabicyclo[12.3.1]octadecane), [Cl-].[Mn+2].[Cl-] (manganese(II) chloride), Example 38C, CO (MeOH). Run in CCO (EtOH). Reaction conditions: time 8 hour. Yields the product ClC1C2(CCCC(CNCCNCCNCCN1)N2)Cl.[Mn+2] (Manganese(II)dichloro(3,6,9,12,18-Pentaazabicyclo[12.3.1]octadecane)). Yield: 72.0%. RXN SMILES: [CH:1]12[NH:18][CH:14]([CH2:15][CH2:16][CH2:17]1)[CH2:13][NH:12][CH2:11][CH2:10][NH:9][CH2:8][CH2:7][NH:6][CH2:5][CH2:4][NH:3][CH2:2]2.CO.[Cl-:21].[Mn+2:22].[Cl-:23]>CCO>[Cl:21][CH:13]1[NH:12][CH2:11][CH2:10][NH:9][CH2:8][CH2:7][NH:6][CH2:5][CH2:4][NH:3][CH2:2][CH:1]2[NH:18][C:14]1([Cl:23])[CH2:15][CH2:16][CH2:17]2.[Mn+2:22] |f:2.3.4,6.7|. Procedure: 3,6,9,12,18-Pentaazabicyclo[12.3.1]octadecane prepared as in Example 38C (0.405 g, 1.59 mmol) was added to a refluxing solution of anhydrous MeOH (50 ml) containing anhydrous manganese(II) chloride (0.200 g, 1.59 mmo) under a dry nitrogen atmosphere. After refluxing for 2 h, the solution was stirred overnight at room temperature. The solution was taken to dryness. The solid was dissolved in EtOH (10 ml) and the solution was filtered through celite. Ethyl ether was added to the filtrate which ind... Reactants: ice, [C@@H]1([C@@H](O)[C@H](O)[C@H](O1)CO)N1C2=NC=NC(=C2N=C1)SN (9-β-D-Arabinofuranosyl-9H-purine-6-sulfenamide), O (H2O), ClC=1C=C(C(=O)OO)C=CC1 (m-chloroperoxybenzoic acid). Run in C(C)O (ethanol), C(C)O (ethanol). Product: [C@@H]1([C@@H](O)[C@H](O)[C@H](O1)CO)N1C2=NC=NC(=C2N=C1)S(=O)N (9-β-D-ArabinofuranosYl-9H-purine-6-sulfinamide). Yield: 31.7%. As a reaction SMILES: [C@@H:1]1([N:10]2[CH:18]=[N:17][C:16]3[C:11]2=[N:12][CH:13]=[N:14][C:15]=3[S:19][NH2:20])[O:7][C@H:6]([CH2:8][OH:9])[C@@H:4]([OH:5])[C@@H:2]1[OH:3].O.ClC1C=C(C=CC=1)C(OO)=[O:27]>C(O)C>[C@@H:1]1([N:10]2[CH:18]=[N:17][C:16]3[C:11]2=[N:12][CH:13]=[N:14][C:15]=3[S:19]([NH2:20])=[O:27])[O:7][C@H:6]([CH2:8][OH:9])[C@@H:4]([OH:5])[C@@H:2]1[OH:3]. Procedure: To an ice cooled stirred solution of 10 (1.5 g, 5 mmol) in ethanol:H2O (525 mL, 20:1, v/v), m-chloroperoxybenzoic acid (1 g, 1 eq.) in ethanol (50 mL) was added dropwise during 20 min. After 4 h the separated crystals were filtered off, the filtrate was evaporated to dryness, triturated with methanol, filtered, washed with methanol and dried at room temperature to yield 11, (0.5 g, 31% yield), m.p. >120° C. The filtrate was evaporated and purified by chromatography as described for 6 to yield an... The reactants are C1(=CCCCC1)C1=COC2=C(O1)C=CC=C2 (2-(1-cyclohexenyl)-1,4-benzodioxin), C(C#C)(=O)OC (methyl propiolate). The product is C1CCCC2C1=C1OC3=CC=CC=C3OC1C=C2C(=O)OC (Methyl 1,2,3,4,4a,6a-hexahydro-7,12-dioxabenz[a]anthracene-5-carboxylate). As a reaction SMILES: [C:1]1([C:7]2[O:12][C:11]3[CH:13]=[CH:14][CH:15]=[CH:16][C:10]=3[O:9][CH:8]=2)[CH2:6][CH2:5][CH2:4][CH2:3][CH:2]=1.[C:17]([O:21][CH3:22])(=[O:20])[C:18]#[CH:19]>>[CH2:6]1[C:1]2=[C:7]3[CH:8]([CH:19]=[C:18]([C:17]([O:21][CH3:22])=[O:20])[CH:2]2[CH2:3][CH2:4][CH2:5]1)[O:9][C:10]1[C:11](=[CH:13][CH:14]=[CH:15][CH:16]=1)[O:12]3. Procedure: In a sealed tube, 500 mg of 2-(1-cyclohexenyl)-1,4-benzodioxin and 1.4 ml of methyl propiolate are stirred for 22 hours 30 minutes at 70° C. The regioisomers are separated by chromatography on silica gel (eluent: petroleum ether/ethyl acetate, 98:2). Starting materials: CO, [Cl-], CS(=O)(=O)Nc1cnc([N+](=O)[O-])cn1, [NH4+], O, [Zn]. Product: CS(=O)(=O)Nc1cnc(N)cn1. As a reaction SMILES: [CH3:17][OH:18].[Cl-:15].[N+:1]([O-:2])(=[O:3])[c:4]1[n:5][cH:6][c:7]([NH:10][S:11](=[O:12])(=[O:13])[CH3:14])[n:8][cH:9]1.[NH4+:16].[OH2:19].[Zn:20]>>[NH2:1][c:4]1[n:5][cH:6][c:7]([NH:10][S:11](=[O:12])(=[O:13])[CH3:14])[n:8][cH:9]1.